From a dataset of the Open Reaction Database (ORD), a public repository of structured organic reaction records. describe an organic reaction: reactants, conditions, products, and yield The reactants are C1(CCCC1)[Mg]Br (cyclopentylmagnesium bromide), C1(C=CCCC1)=O (cyclohexenone), LaCl3. Reaction SMILES: [CH:1]1([Mg]Br)[CH2:5][CH2:4][CH2:3][CH2:2]1.[C:8]1(=[O:14])[CH2:13][CH2:12][CH2:11][CH:10]=[CH:9]1>>[CH:1]1([C:8]2([OH:14])[CH2:13][CH2:12][CH2:11][CH:10]=[CH:9]2)[CH2:5][CH2:4][CH2:3][CH2:2]1. The product is C1(CCCC1)C1(C=CCCC1)O (1-Cyclopentyl-cyclohex-2-enol). Yield: 92.0%. Procedure details: According to Example 2, cyclopentylmagnesium bromide (1.00 M in THF, 2.10 mL; 2.10 mmol; 1.05 equiv) was reacted with cyclohexenone (192 mg; 2.00 mmol) in the presence of LaCl3.2LiCl (0.33 M; 6.06 mL, 2.00 mmol, 1.00 equiv). Gel filtration (silica; pentane:Et2O 9:1, 0.5 vol-% NEt3) afforded 1-Cyclopentyl-cyclohex-2-enol (7) as colorless oil (306 mg, 93%). Reactants: COC(=O)C(C)c1c(F)cc2ncccc2c1F, CCO, NN, O. The product is CC(C(=O)NN)c1c(F)cc2ncccc2c1F. As a reaction SMILES: [CH3:1][O:2][C:3]([CH:4]([CH3:5])[c:6]1[c:7]([F:17])[c:8]2[cH:9][cH:10][cH:11][n:12][c:13]2[cH:14][c:15]1[F:16])=[O:18].[CH3:22][CH2:23][OH:24].[NH2:20][NH2:21].[OH2:19]>>[O:2]=[C:3]([CH:4]([CH3:5])[c:6]1[c:7]([F:17])[c:8]2[cH:9][cH:10][cH:11][n:12][c:13]2[cH:14][c:15]1[F:16])[NH:20][NH2:21]. Starting materials: O (H2O), C(CCl)Cl (EDC), ClC(C(=O)O)Cl (dichloroacetic acid), NC(C(O)C(CCCC)NC(=O)C=1C(=NC=CC1)N1N=CC(=C1)C1=CC=CC=C1)=O (N-[1-(2-amino-1-hydroxy-2-oxoethyl)pentyl]-2-(4-phenyl-1H-pyrazol-1-yl)pyridine-3-carboxamide). The solvent is CS(=O)C (dimethyl sulfoxide). Run at time 8 hour. Yields the product NC(C(=O)C(CCCC)NC(C1=C(N=CC=C1)N1N=CC(=C1)C1=CC=CC=C1)=O)=O (N-{1-[Amino(oxo)acetyl]pentyl}-2-(4-phenyl-1H-pyrazol-1-yl)nicotinamide). Isolated yield 76.0%. RXN SMILES: C(Cl)CCl.ClC(Cl)C(O)=O.[NH2:11][C:12](=[O:40])[CH:13]([CH:15]([NH:20][C:21]([C:23]1[C:24]([N:29]2[CH:33]=[C:32]([C:34]3[CH:39]=[CH:38][CH:37]=[CH:36][CH:35]=3)[CH:31]=[N:30]2)=[N:25][CH:26]=[CH:27][CH:28]=1)=[O:22])[CH2:16][CH2:17][CH2:18][CH3:19])[OH:14].O>CS(C)=O>[NH2:11][C:12](=[O:40])[C:13]([CH:15]([NH:20][C:21](=[O:22])[C:23]1[CH:28]=[CH:27][CH:26]=[N:25][C:24]=1[N:29]1[CH:33]=[C:32]([C:34]2[CH:35]=[CH:36][CH:37]=[CH:38][CH:39]=2)[CH:31]=[N:30]1)[CH2:16][CH2:17][CH2:18][CH3:19])=[O:14]. Procedure details: 0.47 g of EDC and 0.08 ml of dichloroacetic acid were added to 100 mg of N-[1-(2-amino-1-hydroxy-2-oxoethyl)pentyl]-2-(4-phenyl-1H-pyrazol-1-yl)pyridine-3-carboxamide (0.25 mmol) in 4 ml of dimethyl sulfoxide, and the mixture was stirred at room temperature overnight. For workup, the reaction mixture was poured into H2O, and the resulting precipitate was filtered off with suction and dried in a vacuum drying oven at 40° C. 77 mg of the title compound were obtained as an amorphous white solid.